This data is from the Open Reaction Database (ORD), a public repository of structured organic reaction records. The task is: describe an organic reaction: reactants, conditions, products, and yield Starting materials: Cl.C(C)SCC1=CC=C(C=C1)[C@H]([C@H](C)N)OC=1C=C2C=NN(C2=CC1)C1=CC=C(C=C1)F ((1R,2S)-1-(4-(ethylthiomethyl)phenyl)-1-(1-(4-fluorophenyl)-1H-indazol-5-yloxy)propan-2-amine hydrochloride), C(C)(=O)OCC(=O)Cl (acetoxyacetyl chloride). Product: C(C)SCC1=CC=C(C=C1)[C@H]([C@H](C)NC(CO)=O)OC=1C=C2C=NN(C2=CC1)C1=CC=C(C=C1)F (N-[(1R,2S)-1-[4-(ethylsulfanylmethyl)phenyl]-1-[1-(4-fluorophenyl)indazol-5-yl]oxy-propan-2-yl]-2-hydroxy-acetamide). Reaction SMILES: Cl.[CH2:2]([S:4][CH2:5][C:6]1[CH:11]=[CH:10][C:9]([C@@H:12]([O:16][C:17]2[CH:18]=[C:19]3[C:23](=[CH:24][CH:25]=2)[N:22]([C:26]2[CH:31]=[CH:30][C:29]([F:32])=[CH:28][CH:27]=2)[N:21]=[CH:20]3)[C@@H:13]([NH2:15])[CH3:14])=[CH:8][CH:7]=1)[CH3:3].C([O:36][CH2:37][C:38](Cl)=[O:39])(=O)C>>[CH2:2]([S:4][CH2:5][C:6]1[CH:7]=[CH:8][C:9]([C@@H:12]([O:16][C:17]2[CH:18]=[C:19]3[C:23](=[CH:24][CH:25]=2)[N:22]([C:26]2[CH:27]=[CH:28][C:29]([F:32])=[CH:30][CH:31]=2)[N:21]=[CH:20]3)[C@@H:13]([NH:15][C:37](=[O:36])[CH2:38][OH:39])[CH3:14])=[CH:10][CH:11]=1)[CH3:3] |f:0.1|. Procedure: The title compound was prepared analogous to the method described in Example 21 starting from (1R,2S)-1-(4-(ethylthiomethyl)phenyl)-1-(1-(4-fluorophenyl)-1H-indazol-5-yloxy)propan-2-amine hydrochloride (25a) (50 mg, 0.11 mmol), and acetoxyacetyl chloride (13 μL, 0.12 mmol). Yield 33 mg (63%). Reactants: BrCC(CCO)C (4-bromo-3-methylbutanol), O1CCCC=C1 (dihydropyran). Run in C(Cl)Cl (methylene chloride). Conditions: time 2 hour. Yields the product BrCC(CCOC1OCCCC1)C (2-[4-bromo-3-methylbutoxy]-tetrahydro-2H-pyran). Isolated yield 64.5%. As a reaction SMILES: [Br:1][CH2:2][CH:3]([CH3:7])[CH2:4][CH2:5][OH:6].[O:8]1[CH:13]=[CH:12][CH2:11][CH2:10][CH2:9]1>C(Cl)Cl>[Br:1][CH2:2][CH:3]([CH3:7])[CH2:4][CH2:5][O:6][CH:9]1[CH2:10][CH2:11][CH2:12][CH2:13][O:8]1. Procedure details: 16.7 g of 4-bromo-3-methylbutanol was dissolved in 200 ml of anhydrous methylene chloride, and with ice cooling, 10.0 g of dihydropyran was added dropwise. After the addition, the mixture was stirred at room temperature for 2 hours, and then the solvent was distilled off. The residue was purified by silica gel column chromatography using hexane/ethyl acetate as an eluent to give 16.2 g of 2-[4-bromo-3-methylbutoxy]-tetrahydro-2H-pyran. The NMR spectrum of this product was as follows: The reactants are ClC1=NC(=CC(=N1)Cl)Cl (2,4,6-trichloropyrimidine), C(C1=CC=CC=C1)O (benzyl alcohol), [H-].[Na+] (NaH), O (water). The solvent is O1CCCC1 (THF), O1CCCC1 (THF), O1CCCC1 (tetrahydrofuran). Conditions: temperature 50 celsius. Product: C(C1=CC=CC=C1)OC1=NC(=CC(=N1)OCC1=CC=CC=C1)Cl (2,4-dibenzyloxy-6-chloropyrimidine). RXN SMILES: [CH2:1]([OH:8])[C:2]1[CH:7]=[CH:6][CH:5]=[CH:4][CH:3]=1.[H-].[Na+].Cl[C:12]1[N:17]=[C:16](Cl)[CH:15]=[C:14]([Cl:19])[N:13]=1.[OH2:20]>O1CCCC1>[CH2:1]([O:8][C:12]1[N:17]=[C:16]([O:20][CH2:1][C:2]2[CH:7]=[CH:6][CH:5]=[CH:4][CH:3]=2)[CH:15]=[C:14]([Cl:19])[N:13]=1)[C:2]1[CH:7]=[CH:6][CH:5]=[CH:4][CH:3]=1 |f:1.2|. Procedure details: The reaction is carried out under an argon protective-gas atmosphere. 24.8 ml (0.24 mol) of absolute benzyl alcohol in 100 ml of THF are added dropwise at 25° C. to 9.6 g of NaH (0.24 mol, 60% suspension in paraffin) in 120 ml of tetrahydrofuran (THF). The reaction mixture is warmed at 50° C. for 0.5 hour, cooled and then added dropwise to a solution, cooled to 0° C., of 13.8 ml of 2,4,6-trichloropyrimidine in 100 ml of THF. The mixture is allowed to warm to 25° C. overnight, and is then poured ... Reactants: O=C([O-])[O-], CC(C)I, [K+], [K+], CN(C)C=O, O=c1[nH]cnc2[nH]ccc12. Product: CC(C)n1cnc2[nH]ccc2c1=O. Reaction SMILES: [C:11](=[O:12])([O-:13])[O-:14].[CH:17]([CH3:18])([CH3:19])[I:20].[K+:15].[K+:16].[O:21]=[CH:22][N:23]([CH3:24])[CH3:25].[n:1]1[cH:2][nH:3][c:4](=[O:10])[c:5]2[c:6]1[nH:7][cH:8][cH:9]2>>[n:1]1[cH:2][n:3]([CH:17]([CH3:18])[CH3:19])[c:4](=[O:10])[c:5]2[c:6]1[nH:7][cH:8][cH:9]2. Yields the product CC(C)C1CCN(CCN2C(=O)c3ccccc3C2=O)CC1. Reactants: O=C1c2ccccc2C(=O)N1CCBr, O=C([O-])[O-], CC#N, CC(C)C1CCNCC1, [K+], [K+]. RXN SMILES: [Br:10][CH2:11][CH2:12][N:13]1[C:14](=[O:23])[c:15]2[c:16]([cH:19][cH:20][cH:21][cH:22]2)[C:17]1=[O:18].[C:24](=[O:25])([O-:26])[O-:27].[CH3:30][C:31]#[N:32].[CH:1]([CH3:2])([CH3:3])[CH:4]1[CH2:5][CH2:6][NH:7][CH2:8][CH2:9]1.[K+:28].[K+:29]>>[CH:1]([CH3:2])([CH3:3])[CH:4]1[CH2:5][CH2:6][N:7]([CH2:11][CH2:12][N:13]2[C:14](=[O:23])[c:15]3[c:16]([cH:19][cH:20][cH:21][cH:22]3)[C:17]2=[O:18])[CH2:8][CH2:9]1. The reactants are [BH4-].[Na+] (sodium borohydride), [OH-].[Na+] (sodium hydroxide), O (water), Cl.C1(=CC=CC2=CC=CC=C12)[C@@H](C)NCCC(=O)C1=CC(=CC=C1)C(F)(F)F ((R)-3-(1-(naphthalen-1-yl)ethylamino)-1-(3-(trifluoromethyl)phenyl)propan-1-one hydrochloride). Solvent: CO (methanol). Reaction conditions: temperature 0 celsius, time 0.5 hour. The product is Cl.C1(=CC=CC2=CC=CC=C12)C(C)NCC[C@@H](O)C1=CC(=CC=C1)C(F)(F)F ((R)-3-(1-(naphthalen-1-yl)ethylamino)-1-(3-(trifluoromethyl)phenyl)propan-1-ol hydrochloride). The yield is 91.7%. As a reaction SMILES: [ClH:1].[C:2]1([C@H:12]([NH:14][CH2:15][CH2:16][C:17]([C:19]2[CH:24]=[CH:23][CH:22]=[C:21]([C:25]([F:28])([F:27])[F:26])[CH:20]=2)=[O:18])[CH3:13])[C:11]2[C:6](=[CH:7][CH:8]=[CH:9][CH:10]=2)[CH:5]=[CH:4][CH:3]=1.[BH4-].[Na+].[OH-].[Na+].O>CO>[ClH:1].[C:2]1([CH:12]([NH:14][CH2:15][CH2:16][C@H:17]([C:19]2[CH:24]=[CH:23][CH:22]=[C:21]([C:25]([F:26])([F:27])[F:28])[CH:20]=2)[OH:18])[CH3:13])[C:11]2[C:6](=[CH:7][CH:8]=[CH:9][CH:10]=2)[CH:5]=[CH:4][CH:3]=1 |f:0.1,2.3,4.5,8.9|. Reported procedure: (R)-3-(1-(naphthalen-1-yl)ethylamino)-1-(3-(trifluoromethyl)phenyl)propan-1-one hydrochloride (V) (15.95 g, 39.104 mmol) is suspended in cold methanol (50 ml) at −10° C. and, subsequently, a solution of sodium borohydride (0.75 g, 19.610 mmol), 30% w/w aqueous sodium hydroxide (5.74 g, 43.014 mmol) and water (5 ml) is added slowly in order to keep the internal temperature below 0° C. The reaction mixture is stirred at 0° C. for 0.5 hrs and then quenched by addition of 30% w/w aqueous hydrochlori... Reactants: ClCCCN1CCOCC1 (1-chloro-3-morpholinopropane), ClC1=C(C(=CC(=C1)Cl)OC)O (3,5-dichloroguaiacol), CC[O-].[Na+] (sodium ethylate), [Na] (sodium). Solvent: C(C)O (ethyl alcohol). Yields the product O1CCN(CC1)CCCOC1=C(C(=CC(=C1)Cl)Cl)OC ((3'-morpholinopropoxy)-2-methoxy-3,5-dichlorobenzene). RXN SMILES: [Cl:1][C:2]1[CH:7]=[C:6]([Cl:8])[CH:5]=[C:4]([O:9][CH3:10])[C:3]=1[OH:11].[CH3:12]C[O-].[Na+].[Na].ClC[CH2:19][CH2:20][N:21]1[CH2:26][CH2:25][O:24][CH2:23][CH2:22]1>C(O)C>[O:24]1[CH2:25][CH2:26][N:21]([CH2:20][CH2:19][CH2:10][O:9][C:4]2[CH:5]=[C:6]([Cl:8])[CH:7]=[C:2]([Cl:1])[C:3]=2[O:11][CH3:12])[CH2:22][CH2:23]1 |f:1.2,^1:15|. Procedure: 54 g of 3,5-dichloroguaiacol (0.28 mole) is added to sodium ethylate produced by reacting 6.44 g of sodium on 84 ml of ethyl alcohol. 51 g (0.28 mole + 10% excess) of 1-chloro-3-morpholinopropane is added to the resulting solution. The mixture is heated under reflux for 8 hours. Precipitation of sodium chloride is observed. Cooling is effected and then the mixture is dissolved in 300 ml of water and 30 ml of concentrated hydrochloric acid. The resulting solution is filtered, then ammonia is adde... Isolated yield 59.7%. RXN SMILES: [CH3:1][NH:2][C:3]1[CH:8]=[CH:7][CH:6]=[CH:5][CH:4]=1.[CH2:9]([C:11]1[N:16]=[C:15]([Cl:17])[N:14]=[C:13]([N:18]2[CH2:27][CH2:26][C:25]3[C:20](=[CH:21][CH:22]=[CH:23][CH:24]=3)[CH:19]2[CH3:28])[CH:12]=1)[CH3:10]>CN(C)C=O>[ClH:17].[CH2:9]([C:11]1[N:16]=[C:15]([N:2]([C:3]2[CH:8]=[CH:7][CH:6]=[CH:5][CH:4]=2)[CH3:1])[N:14]=[C:13]([N:18]2[CH2:27][CH2:26][C:25]3[C:20](=[CH:21][CH:22]=[CH:23][CH:24]=3)[CH:19]2[CH3:28])[CH:12]=1)[CH3:10] |f:3.4|. Product: Cl.C(C)C1=CC(=NC(=N1)N(C)C1=CC=CC=C1)N1C(C2=CC=CC=C2CC1)C (6-ethyl-2-(N-methylphenylamino)-4-(1-methyl-1,2,3,4-tetrahydroisoquinolin-2-yl)pyrimidine hydrochloride). Solvent: CN(C=O)C (dimethylformamide). Procedure details: After N-methylaniline(0.46 ml, 4.25 mmol) was added to a mixture solution of 6-ethyl-4-(1-methyl-1,2,3,4-tetrahydroisoquinolin-2-yl)-2-chloropyrimidine(0.61 g, 2.12 mmol) and dimethylformamide(5 ml), 0.50 g of the titled compound was obtained in accordance with the same procedure as in Step 2 of Example 1. Starting materials: CNC1=CC=CC=C1 (N-methylaniline), C(C)C1=CC(=NC(=N1)Cl)N1C(C2=CC=CC=C2CC1)C (6-ethyl-4-(1-methyl-1,2,3,4-tetrahydroisoquinolin-2-yl)-2-chloropyrimidine).